Dataset: the Open Reaction Database (ORD), a public repository of structured organic reaction records. Task: describe an organic reaction: reactants, conditions, products, and yield Reactants: C12C3CC3C(C3C1C(=O)OC3=O)CC2 (tricyclo-[3.2.2.02.4 ]-nonane-6,7-dicarboxylic acid anhydride), C1=CC=CC=CC1.C1(\C=C/C(=O)O1)=O (cycloheptatriene maleic acid anhydride), ClC=1C=C(N)C=C(C1)Cl (3,5-dichloroaniline). The solvent is C1(=CC=CC=C1)C (toluene). Yields the product ClC=1C=C(C=C(C1)Cl)N1C(=O)C2C3C4CC4C(C2C1=O)CC3 (N-(3',5'-dichlorophenyl)-tricyclo-[3.2.2.02.4 ]-nonane-6,7-dicarboximide). Reaction SMILES: [CH:1]12[CH2:14][CH2:13][CH:5]([CH:6]3[C:11](=[O:12])[O:10][C:8](=O)[CH:7]31)[CH:4]1[CH:2]2[CH2:3]1.C1CC=CC=CC=1.C1(=O)OC(=O)C=C1.[Cl:29][C:30]1[CH:31]=[C:32]([CH:34]=[C:35]([Cl:37])[CH:36]=1)[NH2:33]>C1(C)C=CC=CC=1>[Cl:29][C:30]1[CH:31]=[C:32]([N:33]2[C:8](=[O:10])[CH:7]3[CH:6]([CH:5]4[CH2:13][CH2:14][CH:1]3[CH:2]3[CH:4]4[CH2:3]3)[C:11]2=[O:12])[CH:34]=[C:35]([Cl:37])[CH:36]=1 |f:1.2|. Reported procedure: 19.2 g of tricyclo-[3.2.2.02.4 ]-nonane-6,7-dicarboxylic acid anhydride (prepared from the cycloheptatriene/maleic acid anhydride adduct (see Ex. 1a) by catalytic hydrogenation, K. Alder, Ber. 86, 1528-39 (1953) and 19.4 g of 3,5-dichloroaniline are refluxed in 1000 ml of toluene for 16 hours, whereby thewater forming during the reaction is separated with a water separator. After cooling, the toluene is removed in vacuum, and the residue recrystallised from ethyl acetate, M.P. 145° - 153° C. RXN SMILES: [CH3:1][NH:2][c:3]1[c:4]([N+:26]([O-:27])=[O:28])[cH:5][cH:6][c:7]([O:9][c:10]2[c:11]([CH2:20][n:21]3[n:22][cH:23][n:24][cH:25]3)[cH:12][c:13]([C:16]([F:17])([F:18])[F:19])[cH:14][cH:15]2)[cH:8]1.[CH3:29][CH2:30][O:31][C:32](=[O:33])[CH3:34].[CH3:35][C:36](=[O:37])[OH:38].[Zn:39]>>[CH3:1][NH:2][c:3]1[c:4]([NH2:26])[cH:5][cH:6][c:7]([O:9][c:10]2[c:11]([CH2:20][n:21]3[n:22][cH:23][n:24][cH:25]3)[cH:12][c:13]([C:16]([F:17])([F:18])[F:19])[cH:14][cH:15]2)[cH:8]1. The reactants are CNc1cc(Oc2ccc(C(F)(F)F)cc2Cn2cncn2)ccc1[N+](=O)[O-], CCOC(C)=O, CC(=O)O, [Zn]. The product is CNc1cc(Oc2ccc(C(F)(F)F)cc2Cn2cncn2)ccc1N.